This data is from the Open Reaction Database (ORD), a public repository of structured organic reaction records. The task is: describe an organic reaction: reactants, conditions, products, and yield Reactants: BrC=1C=C(C2=C(N(C(=N2)C)C)C1)NC(C=C)C1=CC=CC=C1 ((6-bromo-1,2-dimethyl-1H-benzimidazol-4-yl)-(1-phenyl-allyl)-amine), O.C1(=CC=C(C=C1)S(=O)(=O)O)C (p-toluenesulphonic acid monohydrate), C1(=CC=CC=C1)C (toluene), C(O)([O-])=O.[Na+] (sodium hydrogencarbonate), O (water). The product is BrC=1C(=C(C2=C(N(C(=N2)C)C)C1)N)CC=CC1=CC=CC=C1 (6-Bromo-1,2-dimethyl-5-(3-phenyl-allyl)-1H-benzimidazol-4-ylamine). The yield is 64.0%. As a reaction SMILES: [Br:1][C:2]1[CH:3]=[C:4]([NH:13]C(C2C=CC=CC=2)C=C)[C:5]2[N:9]=[C:8]([CH3:10])[N:7]([CH3:11])[C:6]=2[CH:12]=1.O.[C:24]1([CH3:34])[CH:29]=[CH:28][C:27](S(O)(=O)=O)=[CH:26][CH:25]=1.C(=O)([O-])O.[Na+].O.[C:41]1(C)C=CC=C[CH:42]=1>>[Br:1][C:2]1[C:3]([CH2:41][CH:42]=[CH:34][C:24]2[CH:29]=[CH:28][CH:27]=[CH:26][CH:25]=2)=[C:4]([NH2:13])[C:5]2[N:9]=[C:8]([CH3:10])[N:7]([CH3:11])[C:6]=2[CH:12]=1 |f:1.2,3.4|. Reported procedure: A suspension of 3.8 g (10.7 mmol) (6-bromo-1,2-dimethyl-1H-benzimidazol-4-yl)-(1-phenyl-allyl)-amine and 3.5 g p-toluenesulphonic acid monohydrate in 80 ml toluene was refluxed for 26 h. The suspension was poured into a mixture of 50 ml saturated sodium hydrogencarbonate solution and 150 ml water and extracted with ethyl acetate. The organic phase was separated, dried over anhydrous magnesium sulfphate and evaporated. The residue was purified by column chromatography on silica gel (toluene/dioxa...